From a dataset of the Open Reaction Database (ORD), a public repository of structured organic reaction records. describe an organic reaction: reactants, conditions, products, and yield Reactants: [BH3-]C#N, O=C([O-])O, C=O, CO, Cl, [Na+], [Na+], O=S1(=O)N(CC2CNCCO2)c2ccccc2N1c1ccccc1, O. Product: CN1CCOC(CN2c3ccccc3N(c3ccccc3)S2(=O)=O)C1. Reaction SMILES: [C:28]([BH3-:29])#[N:30].[C:32](=[O:33])([OH:34])[O-:35].[CH2:26]=[O:27].[CH3:37][OH:38].[ClH:1].[Na+:31].[Na+:36].[O:2]1[CH:3]([CH2:8][N:9]2[S:10](=[O:24])(=[O:25])[N:11]([c:18]3[cH:19][cH:20][cH:21][cH:22][cH:23]3)[c:12]3[c:13]2[cH:14][cH:15][cH:16][cH:17]3)[CH2:4][NH:5][CH2:6][CH2:7]1.[OH2:39]>>[O:2]1[CH:3]([CH2:8][N:9]2[S:10](=[O:24])(=[O:25])[N:11]([c:18]3[cH:19][cH:20][cH:21][cH:22][cH:23]3)[c:12]3[c:13]2[cH:14][cH:15][cH:16][cH:17]3)[CH2:4][N:5]([CH3:28])[CH2:6][CH2:7]1. Starting materials: CC=1N=CNC1 (4-methylimidazol), C([O-])([O-])=O.[K+].[K+] (potassium carbonate), C(#N)C=1C=C(C=CC1F)[N+](=O)[O-] (3-cyano-4-fluoronitrobenzene). Run in C(C)#N (acetonitrile). Product: CC=1N=CN(C1)C1=C(C#N)C=C(C=C1)[N+](=O)[O-] (2-(4-Methyl-imidazol-1-yl)-5-nitro-benzonitrile). Reaction SMILES: [C:1]([C:3]1[CH:4]=[C:5]([N+:10]([O-:12])=[O:11])[CH:6]=[CH:7][C:8]=1F)#[N:2].[CH3:13][C:14]1[N:15]=[CH:16][NH:17][CH:18]=1.C(=O)([O-])[O-].[K+].[K+]>C(#N)C>[CH3:13][C:14]1[N:15]=[CH:16][N:17]([C:8]2[CH:7]=[CH:6][C:5]([N+:10]([O-:12])=[O:11])=[CH:4][C:3]=2[C:1]#[N:2])[CH:18]=1 |f:2.3.4|. Reported procedure: A suspension of 831 mg (5 mmol) of 3-cyano-4-fluoronitrobenzene, of 0.82 g (10 mmol) 4-methylimidazol and of 1.38 g (10 mmol) potassium carbonate in acetonitrile (10 mL) was stirred for 60 h at 20° C. The solvent was evaporated and the residue was partitioned between ethyl acetate and 1N aqueous sodium hydroxide solution. The aqueous layer was extracted with ethyl acetate. The combined organic layers were washed with brine, dried over sodium sulphate, and the solvent was evaporated under reduced... The reactants are CCOC(=O)OCC, CC(=O)O, CCc1cc2c(s1)-n1c(C)nnc1CN=C2c1ccccc1Cl, [H-], [H][H], NOc1ccc([N+](=O)[O-])cc1[N+](=O)[O-], [Na+]. The product is CCOC(=O)C1(N)N=C(c2ccccc2Cl)c2cc(CC)sc2-n2c(C)nnc21. Reaction SMILES: [C:1]([O:2][CH2:3][CH3:4])([O:5][CH2:6][CH3:7])=[O:8].[CH3:50][C:51](=[O:52])[OH:53].[Cl:9][c:10]1[c:11]([C:16]2=[N:17][CH2:18][c:19]3[n:20]([c:28]([CH3:31])[n:29][n:30]3)-[c:21]3[c:22]2[cH:23][c:24]([CH2:26][CH3:27])[s:25]3)[cH:12][cH:13][cH:14][cH:15]1.[H-:32].[H:34][H:35].[N+:36]([c:37]1[cH:38][c:39]([N+:40]([O-:41])=[O:42])[cH:43][cH:44][c:45]1[O:46][NH2:47])([O-:48])=[O:49].[Na+:33]>>[C:1]([O:5][CH2:6][CH3:7])(=[O:8])[C:18]1([NH2:36])[N:17]=[C:16]([c:11]2[c:10]([Cl:9])[cH:15][cH:14][cH:13][cH:12]2)[c:22]2[c:21]([s:25][c:24]([CH2:26][CH3:27])[cH:23]2)-[n:20]2[c:19]1[n:30][n:29][c:28]2[CH3:31]. Starting materials: COCCOC, Nc1nc(OS(=O)(=O)C(F)(F)F)c([N+](=O)[O-])c(-c2ccco2)n1, NCCc1ccc(O)cc1. Yields the product Nc1nc(NCCc2ccc(O)cc2)c([N+](=O)[O-])c(-c2ccco2)n1. As a reaction SMILES: [CH3:34][O:35][CH2:36][CH2:37][O:38][CH3:39].[NH2:1][c:2]1[n:3][c:4](-[c:19]2[o:20][cH:21][cH:22][cH:23]2)[c:5]([N+:16](=[O:17])[O-:18])[c:6]([O:8][S:9]([C:10]([F:11])([F:12])[F:13])(=[O:14])=[O:15])[n:7]1.[NH2:24][CH2:25][CH2:26][c:27]1[cH:28][cH:29][c:30]([OH:31])[cH:32][cH:33]1>>[NH2:1][c:2]1[n:3][c:4](-[c:19]2[o:20][cH:21][cH:22][cH:23]2)[c:5]([N+:16](=[O:17])[O-:18])[c:6]([NH:24][CH2:25][CH2:26][c:27]2[cH:28][cH:29][c:30]([OH:31])[cH:32][cH:33]2)[n:7]1. Starting materials: ClC1=C(C=C2C=C(NC2=C1)C(NC(C(F)(F)F)C1=CC(=CC=C1)C(F)(F)F)=O)C(=O)OCC (Ethyl 6-chloro-2-({2,2,2-trifluoro-1-[3-(trifluoromethyl)phenyl]ethyl}carbamoyl)-1H-indole-5-carboxylate), C([O-])([O-])=O.[K+].[K+] (potassium carbonate), IC (iodomethane). Solvent: C(C)#N (acetonitrile). Yields the product ClC1=C(C=C2C=C(N(C2=C1)C)C(NC(C(F)(F)F)C1=CC(=CC=C1)C(F)(F)F)=O)C(=O)OCC (Ethyl 6-chloro-1-methyl-2-({2,2,2-trifluoro-1-[3-(trifluoromethyl)phenyl]ethyl}carbamoyl)-1H-indole-5-carboxylate). RXN SMILES: [Cl:1][C:2]1[CH:10]=[C:9]2[C:5]([CH:6]=[C:7]([C:11](=[O:28])[NH:12][CH:13]([C:18]3[CH:23]=[CH:22][CH:21]=[C:20]([C:24]([F:27])([F:26])[F:25])[CH:19]=3)[C:14]([F:17])([F:16])[F:15])[NH:8]2)=[CH:4][C:3]=1[C:29]([O:31][CH2:32][CH3:33])=[O:30].[C:34](=O)([O-])[O-].[K+].[K+].IC>C(#N)C>[Cl:1][C:2]1[CH:10]=[C:9]2[C:5]([CH:6]=[C:7]([C:11](=[O:28])[NH:12][CH:13]([C:18]3[CH:23]=[CH:22][CH:21]=[C:20]([C:24]([F:25])([F:27])[F:26])[CH:19]=3)[C:14]([F:15])([F:17])[F:16])[N:8]2[CH3:34])=[CH:4][C:3]=1[C:29]([O:31][CH2:32][CH3:33])=[O:30] |f:1.2.3|. Procedure: Ethyl 6-chloro-2-({2,2,2-trifluoro-1-[3-(trifluoromethyl)phenyl]ethyl}carbamoyl)-1H-indole-5-carboxylate (1.30 g, 2.63 mmol) (Synthesis Example 8, Stage 3) and potassium carbonate were initially charged in acetonitrile (39 ml) and admixed with iodomethane (561 mg, 3.95 mmol). The reaction mixture was heated under reflux overnight. After cooling to room temperature, the mixture was concentrated to dryness under reduced pressure, and the residue taken up in ethyl acetate and washed with water. The... Reactants: BrCC1CCCCC1, O=C([O-])[O-], CN(C)C=O, [K+], [K+], O, O=C(NC(Cc1cccc(OC(F)(F)C(F)F)c1)C(O)c1ccc(O)cc1)c1cccc2c1C=CCCC2. Yields the product O=C(NC(Cc1cccc(OC(F)(F)C(F)F)c1)C(O)c1ccc(OCC2CCCCC2)cc1)c1cccc2c1C=CCCC2. As a reaction SMILES: [Br:45][CH2:46][CH:47]1[CH2:48][CH2:49][CH2:50][CH2:51][CH2:52]1.[C:39](=[O:40])([O-:41])[O-:42].[CH3:53][N:54]([CH3:55])[CH:56]=[O:57].[K+:43].[K+:44].[OH2:58].[OH:1][CH:2]([CH:3]([CH2:4][c:5]1[cH:6][c:7]([O:11][C:12]([CH:13]([F:14])[F:15])([F:16])[F:17])[cH:8][cH:9][cH:10]1)[NH:18][C:19](=[O:20])[c:21]1[cH:22][cH:23][cH:24][c:25]2[c:26]1[CH:27]=[CH:28][CH2:29][CH2:30][CH2:31]2)[c:32]1[cH:33][cH:34][c:35]([OH:38])[cH:36][cH:37]1>>[OH:1][CH:2]([CH:3]([CH2:4][c:5]1[cH:6][c:7]([O:11][C:12]([CH:13]([F:14])[F:15])([F:16])[F:17])[cH:8][cH:9][cH:10]1)[NH:18][C:19](=[O:20])[c:21]1[cH:22][cH:23][cH:24][c:25]2[c:26]1[CH:27]=[CH:28][CH2:29][CH2:30][CH2:31]2)[c:32]1[cH:33][cH:34][c:35]([O:38][CH2:46][CH:47]2[CH2:48][CH2:49][CH2:50][CH2:51][CH2:52]2)[cH:36][cH:37]1.